From a dataset of the Open Reaction Database (ORD), a public repository of structured organic reaction records. describe an organic reaction: reactants, conditions, products, and yield Run in CN(C=O)C (N,N-dimethylformamide), CN(C=O)C (N,N-dimethylformamide). Run at time 15 minute. Product: N1N=NN=C1NC=NC1=C(C=CC=C1)C(=O)OC (N1 -(1H-tetrazol-5-yl)-N2 -(2-carbomethoxyphenyl)formamidine). Reported procedure: A mixture was prepared from 9.5 g of 5-aminotetrazole, 16.5 g of triethoxymethane and 50 ml of N,N-dimethylformamide and heated under nitrogen and a solution of 16.9 g of methyl anthranilate in 15 ml of N,N-dimethylformamide was added to the hot mixture and stirred for 15 minutes. The mixture was then cooled to room temperature and stirred for 16 hours. The white crystals which formed were separated by filtration, washed first with N,N-dimethylformamide and then with 2-propanol, and vacuum oven ... Reactants: NC1=NN=NN1 (5-aminotetrazole), C(C)OC(OCC)OCC (triethoxymethane), C(C=1C(N)=CC=CC1)(=O)OC (methyl anthranilate). RXN SMILES: [NH2:1][C:2]1[NH:6][N:5]=[N:4][N:3]=1.[CH2:7](OC(OCC)OCC)C.[C:17]([O:26][CH3:27])(=[O:25])[C:18]1[C:19](=[CH:21][CH:22]=[CH:23][CH:24]=1)[NH2:20]>CN(C)C=O>[NH:3]1[C:2]([NH:1][CH:7]=[N:20][C:19]2[CH:21]=[CH:22][CH:23]=[CH:24][C:18]=2[C:17]([O:26][CH3:27])=[O:25])=[N:6][N:5]=[N:4]1. The reactants are O1C(CCCC1)OCC1OC2=C(CC1)C=C(C=C2)N (3,4-dihydro-2-[[(tetrahydro-2H-pyran-2-yl)oxy]methyl]-2H-1-benzopyran-6-amine), C(C)(=O)OC(C)=O (acetic acid anhydride). Solvent: N1=CC=CC=C1 (pyridine). Run at time 10 minute. Yields the product O1C(CCCC1)OCC1OC2=C(CC1)C=C(C=C2)NC(C)=O (N-[3,4-dihydro-2-[[(tetrahydro-2H-pyran-2-yl)oxy]methyl]-2H-1-benzopyran-6-yl]-acetamide), intermediate 11. Yield: 82.0%. As a reaction SMILES: [O:1]1[CH2:6][CH2:5][CH2:4][CH2:3][CH:2]1[O:7][CH2:8][CH:9]1[CH2:14][CH2:13][C:12]2[CH:15]=[C:16]([NH2:19])[CH:17]=[CH:18][C:11]=2[O:10]1.[C:20](OC(=O)C)(=[O:22])[CH3:21]>N1C=CC=CC=1>[O:1]1[CH2:6][CH2:5][CH2:4][CH2:3][CH:2]1[O:7][CH2:8][CH:9]1[CH2:14][CH2:13][C:12]2[CH:15]=[C:16]([NH:19][C:20](=[O:22])[CH3:21])[CH:17]=[CH:18][C:11]=2[O:10]1. Reported procedure: To a stirred mixture of 5.3 parts of 3,4-dihydro-2-[[(tetrahydro-2H-pyran-2-yl)oxy]methyl]-2H-1-benzopyran-6-amine and 50 parts of pyridine were added dropwise 2.25 parts of acetic acid anhydride at a temperature below 10° C. Upon completion, stirring was continued for 10 minutes in an ice bath. The whole was stirred for 3 hours at room temperature. The reaction mixture was evaporated. Water was added to the residue. The product was extracted with 1,1'-oxybisethane. The organic layer was washed ... The reactants are CO, CCCCC(=Cc1ccc(F)c(C)c1)C(=O)O. The product is CCCCC(Cc1ccc(F)c(C)c1)C(=O)O. RXN SMILES: [CH3:18][OH:19].[F:1][c:2]1[c:3]([CH3:17])[cH:4][c:5]([CH:6]=[C:7]([C:8](=[O:9])[OH:10])[CH2:11][CH2:12][CH2:13][CH3:14])[cH:15][cH:16]1>>[F:1][c:2]1[c:3]([CH3:17])[cH:4][c:5]([CH2:6][CH:7]([C:8](=[O:9])[OH:10])[CH2:11][CH2:12][CH2:13][CH3:14])[cH:15][cH:16]1.